Dataset: the Open Reaction Database (ORD), a public repository of structured organic reaction records. Task: describe an organic reaction: reactants, conditions, products, and yield Reactants: Cc1c(NC(C(=O)O)C(C)O)ccc(C#N)c1Cl, CCc1c(NC(C(=O)NNC(=O)c2ccccc2)C(C)O)ccc(C#N)c1Cl, NNC(=O)c1ccc(F)cc1F. Yields the product Cc1c(NC(C(=O)NNC(=O)c2ccc(F)cc2F)C(C)O)ccc(C#N)c1Cl. RXN SMILES: [Cl:1][c:2]1[c:3]([CH3:18])[c:4]([NH:10][CH:11]([C:12](=[O:13])[OH:14])[CH:15]([CH3:16])[OH:17])[cH:5][cH:6][c:7]1[C:8]#[N:9].[Cl:31][c:32]1[c:33]([CH2:34][CH3:35])[c:36]([NH:37][CH:38]([CH:39]([OH:40])[CH3:41])[C:42]([NH:43][NH:44][C:45](=[O:46])[c:47]2[cH:48][cH:49][cH:50][cH:51][cH:52]2)=[O:53])[cH:54][cH:55][c:56]1[C:57]#[N:58].[F:19][c:20]1[c:21]([C:22](=[O:23])[NH:24][NH2:25])[cH:26][cH:27][c:28]([F:30])[cH:29]1>>[Cl:1][c:2]1[c:3]([CH3:18])[c:4]([NH:10][CH:11]([C:12](=[O:14])[NH:25][NH:24][C:22]([c:21]2[c:20]([F:19])[cH:29][c:28]([F:30])[cH:27][cH:26]2)=[O:23])[CH:15]([CH3:16])[OH:17])[cH:5][cH:6][c:7]1[C:8]#[N:9]. The reactants are COCCOC, CCC(C)CC=O, CCCCCC, CCOC(=O)CP(=O)(OCC)OCC, [H-], [Na+]. As a reaction SMILES: [CH2:30]([CH2:31][O:32][CH3:33])[O:34][CH3:35].[CH3:17][CH:18]([CH2:19][CH:20]=[O:21])[CH2:22][CH3:23].[CH3:24][CH2:25][CH2:26][CH2:27][CH2:28][CH3:29].[CH3:3][CH2:4][O:5][C:6](=[O:7])[CH2:8][P:9]([O:10][CH2:11][CH3:12])([O:13][CH2:14][CH3:15])=[O:16].[H-:1].[Na+:2]>>[CH3:3][CH2:4][O:5][C:6](=[O:7])[CH:8]=[CH:20][CH2:19][CH:18]([CH3:17])[CH2:22][CH3:23]. The product is CCOC(=O)C=CCC(C)CC. Starting materials: [Br-], [Mg+]C1CCCCC1, COc1ccc2c(Cl)nc(Nc3cc(C)[nH]n3)cc2c1. Product: COc1ccc2c(C3CCCCC3)nc(Nc3cc(C)[nH]n3)cc2c1. RXN SMILES: [Br-:21].[CH:22]1([Mg+:28])[CH2:23][CH2:24][CH2:25][CH2:26][CH2:27]1.[Cl:1][c:2]1[n:3][c:4]([NH:14][c:15]2[n:16][nH:17][c:18]([CH3:20])[cH:19]2)[cH:5][c:6]2[cH:7][c:8]([O:12][CH3:13])[cH:9][cH:10][c:11]12>>[c:2]1([CH:22]2[CH2:23][CH2:24][CH2:25][CH2:26][CH2:27]2)[n:3][c:4]([NH:14][c:15]2[n:16][nH:17][c:18]([CH3:20])[cH:19]2)[cH:5][c:6]2[cH:7][c:8]([O:12][CH3:13])[cH:9][cH:10][c:11]12. The reactants are [H][H] (hydrogen), 36.6, Br.Br.N1CCC(CC1)NC1=NC2=C(N1)C=CC=C2 (N-(4-piperidinyl)-1H-benzimidazol-2-amine dihydrobromide), O(C[*:2])[*:1] (poly(oxymethylene)), S1C=CC=C1 (thiophene), [OH-].[K+] (potassium hydroxide). The reagents and catalysts are [Pd] (palladium-on-charcoal). Solvent: CO (methanol), CO (methanol). The product is 13.7, CN1CCC(CC1)NC1=NC2=C(N1)C=CC=C2 (N-(1-methyl-4-piperidinyl)-1H-benzimidazol-2-amine). The yield is 59.4%. Reaction SMILES: Br.Br.[NH:3]1[CH2:8][CH2:7][CH:6]([NH:9][C:10]2[NH:14][C:13]3[CH:15]=[CH:16][CH:17]=[CH:18][C:12]=3[N:11]=2)[CH2:5][CH2:4]1.S1C=CC=[CH:20]1.[OH-].[K+].[H][H]>CO.[Pd]>[CH3:20][N:3]1[CH2:4][CH2:5][CH:6]([NH:9][C:10]2[NH:11][C:12]3[CH:18]=[CH:17][CH:16]=[CH:15][C:13]=3[N:14]=2)[CH2:7][CH2:8]1 |f:0.1.2,4.5|. Procedure: A mixture of 36.6 parts of N-(4-piperidinyl)-1H-benzimidazol-2-amine dihydrobromide, 10 parts of poly(oxymethylene), 2 parts of a solution of thiophene in methanol 4%, 200 parts of methanol and 20 parts of potassium hydroxide was hydrogenated at normal pressure and at room temperature with 4 parts of palladium-on-charcoal catalyst 10%. After the calculated amount of hydrogen was taken up, the catalyst was filtered off and the filtrate was evaporated. The residue was treated with a sodium hydroxi... Starting materials: BrC1=CC=C(CNCC(=O)OCC2=CC=CC=C2)C=C1 (benzyl 2-(4-bromobenzylamino)acetate), TEA, C(C)(=O)OC(C)=O (acetic anhydride). Run in C(Cl)Cl (CH2Cl2). Reaction conditions: time 2 hour. Product: BrC1=CC=C(CN(C(C)=O)CC(=O)OCC2=CC=CC=C2)C=C1 (benzyl 2-(N-(4-bromobenzyl)acetamido)acetate). Isolated yield 99.2%. Reaction SMILES: [Br:1][C:2]1[CH:20]=[CH:19][C:5]([CH2:6][NH:7][CH2:8][C:9]([O:11][CH2:12][C:13]2[CH:18]=[CH:17][CH:16]=[CH:15][CH:14]=2)=[O:10])=[CH:4][CH:3]=1.[C:21](OC(=O)C)(=[O:23])[CH3:22]>C(Cl)Cl>[Br:1][C:2]1[CH:20]=[CH:19][C:5]([CH2:6][N:7]([CH2:8][C:9]([O:11][CH2:12][C:13]2[CH:18]=[CH:17][CH:16]=[CH:15][CH:14]=2)=[O:10])[C:21](=[O:23])[CH3:22])=[CH:4][CH:3]=1. Procedure details: To a solution of 80A (500 mg, 1.50 mmol) in 5 mL CH2Cl2, were added TEA (0.229 mL, 1.65 mmol) and acetic anhydride (0.156 mL, 1.65 mmol). The mixture was stirred at rt for 2 h, then concentrated. The crude product was purified via flash chromatography (0 to 100% EtOAc in hexanes) to afford 80B (560 mg, 99%). MS (ESI) m/z 376.0 (M+H)+. The reactants are CCCNCCC, ClCCl, O=C1CCCCC1. The product is CCCN(CCC)C1CCCCC1. RXN SMILES: [CH2:8]([CH2:9][CH3:10])[NH:11][CH2:12][CH2:13][CH3:14].[Cl:15][CH2:16][Cl:17].[O:1]=[C:2]1[CH2:3][CH2:4][CH2:5][CH2:6][CH2:7]1>>[CH:2]1([N:11]([CH2:8][CH2:9][CH3:10])[CH2:12][CH2:13][CH3:14])[CH2:3][CH2:4][CH2:5][CH2:6][CH2:7]1. Reactants: COC=1C=C(C=O)C=C(C1OC)OC (3,4,5-trimethoxybenzaldehyde), N1(C=CC=C1)CCN (2-(1H-PYRROL-1-YL)ETHANAMINE). The solvent is C(C)(=O)O (acetic acid). Yields the product COC=1C=C(C=C(C1OC)OC)C1C=2N(CCN1)C=CC2 (1,2,3,4-TETRAHYDRO-1-(3,4,5-TRIMETHOXYPHENYL)PYRROLO(1,2-a)PYRAZINE). Isolated yield 62.5%. As a reaction SMILES: [CH3:1][O:2][C:3]1[CH:4]=[C:5]([CH:8]=[C:9]([O:13][CH3:14])[C:10]=1[O:11][CH3:12])[CH:6]=O.[N:15]1([CH2:20][CH2:21][NH2:22])[CH:19]=[CH:18][CH:17]=[CH:16]1>C(O)(=O)C>[CH3:1][O:2][C:3]1[CH:4]=[C:5]([CH:6]2[NH:22][CH2:21][CH2:20][N:15]3[CH:19]=[CH:18][CH:17]=[C:16]23)[CH:8]=[C:9]([O:13][CH3:14])[C:10]=1[O:11][CH3:12]. Reported procedure: A solution of 3,4,5-trimethoxybenzaldehyde (19.6 g) and 2-(1H-pyrrol-1-yl)ethanamine (11 g, described in Example 7) in acetic acid (250 ml) is stirred at room temperature for 48 hr and evaporated under reduced pressure. The residue is partitioned between chloroform and 10% sodium carbonate and the organic phase is separated, washed with water, dried over magnesium sulfate, filtered and evaporated to give 18 g of the title compound, nmr(CDCl3) δ (2.40(s), 3.35(m), 3.84(s), 3.92(m), 5.03(s), 5.65(...